This data is from the Open Reaction Database (ORD), a public repository of structured organic reaction records. The task is: describe an organic reaction: reactants, conditions, products, and yield Yield: 84.6%. The reactants are ClC=1C=NC=C(C1CC(=O)O)Cl ((3,5-dichloro-pyridin-4-yl)-acetic acid), C(=O)(N1C=NC=C1)N1C=NC=C1 (carbonyldiimidazole), COC=1C=C(C=CC1)C(CN)CCCCCCC1=CC=CC=C1 (2-(3-methoxy-phenyl)-8-phenyl-octylamine). RXN SMILES: [Cl:1][C:2]1[CH:3]=[N:4][CH:5]=[C:6]([Cl:12])[C:7]=1[CH2:8][C:9]([OH:11])=O.C(N1C=CN=C1)(N1C=CN=C1)=O.[CH3:25][O:26][C:27]1[CH:28]=[C:29]([CH:33]([CH2:36][CH2:37][CH2:38][CH2:39][CH2:40][CH2:41][C:42]2[CH:47]=[CH:46][CH:45]=[CH:44][CH:43]=2)[CH2:34][NH2:35])[CH:30]=[CH:31][CH:32]=1>C1COCC1>[Cl:12][C:6]1[CH:5]=[N:4][CH:3]=[C:2]([Cl:1])[C:7]=1[CH2:8][C:9]([NH:35][CH2:34][CH:33]([C:29]1[CH:30]=[CH:31][CH:32]=[C:27]([O:26][CH3:25])[CH:28]=1)[CH2:36][CH2:37][CH2:38][CH2:39][CH2:40][CH2:41][C:42]1[CH:47]=[CH:46][CH:45]=[CH:44][CH:43]=1)=[O:11]. Product: ClC=1C=NC=C(C1CC(=O)NCC(CCCCCCC1=CC=CC=C1)C1=CC(=CC=C1)OC)Cl (2-(3,5-Dichloro-pyridin-4-yl)-N-[2-(3-methoxy-phenyl)-8phenyl-octyl]-acetamide). The solvent is C1CCOC1 (THF). Procedure details: By working in a way similar to that described in example 4 but using (3,5-dichloro-pyridin-4-yl)-acetic acid (1.65 g, 8.026 mmoles), carbonyldiimidazole (1.43 g, 8.829 mmoles), THF (25 ml) and 2-(3-methoxy-phenyl)-8-phenyl-octylamine (2.5 g, 8.026 mmoles), obtained as described in example 13, 3.39 g of the title compound were obtained (yield: 84.6%), m.p.: 97-98° C. The reactants are CN, CO, ClCCN1c2ccc(Cl)cc2C(c2ccco2)=NCC1CCl. The product is CN1CCN2c3ccc(Cl)cc3C(c3ccco3)=NCC2C1. Reaction SMILES: [CH3:23][NH2:24].[CH3:25][OH:26].[Cl:1][c:2]1[cH:3][cH:4][c:5]2[c:6]([cH:22]1)[C:7]([c:17]1[o:18][cH:19][cH:20][cH:21]1)=[N:8][CH2:9][CH:10]([CH2:15][Cl:16])[N:11]2[CH2:12][CH2:13][Cl:14]>>[Cl:1][c:2]1[cH:3][cH:4][c:5]2[c:6]([cH:22]1)[C:7]([c:17]1[o:18][cH:19][cH:20][cH:21]1)=[N:8][CH2:9][CH:10]1[N:11]2[CH2:12][CH2:13][N:24]([CH3:23])[CH2:15]1. As a reaction SMILES: [Cl:1][C:2]1[CH:3]=[C:4]([N:9]2[C:13](=[O:14])[C:12]([CH2:16][CH:17]=[CH2:18])(O)[C:11]([C:19]([F:22])([F:21])[F:20])=[N:10]2)[CH:5]=[CH:6][C:7]=1[Br:8].C(N(SN(CC)CC)CC)C.[F-:34].[F-].[F-].C(=O)(O)[O-].[Na+]>C(Cl)Cl>[Cl:1][C:2]1[CH:3]=[C:4]([N:9]2[C:13](=[O:14])[C:12]([F:34])([CH2:16][CH:17]=[CH2:18])[C:11]([C:19]([F:22])([F:21])[F:20])=[N:10]2)[CH:5]=[CH:6][C:7]=1[Br:8] |f:1.2.3.4,5.6|. Reaction conditions: temperature -3 celsius, time 1 hour. Run in C(Cl)Cl (methylene chloride). Product: ClC=1C=C(C=CC1Br)N1N=C(C(C1=O)(CC=C)F)C(F)(F)F (1-(3-chloro-4-bromophenyl)-3-trifluoromethyl-4-fluoro-4-allyl-5-pyrazolone). The reactants are ClC=1C=C(C=CC1Br)N1N=C(C(C1=O)(O)CC=C)C(F)(F)F (1-(3-chloro-4-bromophenyl)-3-trifluoromethyl-4-allyl-4-hydroxy-5-pyrazolone), saturated solution, C([O-])(O)=O.[Na+] (sodium bicarbonate), C(C)N(CC)SN(CC)CC.[F-].[F-].[F-] (trifluoride diethylaminosulfide). Procedure: 4 g of 1-(3-chloro-4-bromophenyl)-3-trifluoromethyl-4-allyl-4-hydroxy-5-pyrazolone in 200 ml of methylene chloride were cooled to -10° C. and 2.7 ml of trifluoride diethylaminosulfide were added all at once. The mixture was stirred for one hour at -10° C./-3° C. 120 ml of a saturated solution of sodium bicarbonate were added and stirring was carried out for 10 minutes, followed by decanting, washing with water, drying and bringing to dryness. The residue was chromatographed on silica and eluted ... The reactants are [H-].[Na+] (NaH), ClC1=CC=C(C=C1)SC1=C(N=C(N1)C1=CC=CC=C1)C1=CC=C(C#N)C=C1 (4-{5-[(4-Chlorophenyl)thio]-2-phenyl-1H-imidazol-4-yl}benzonitrile), CI (MeI). Solvent: C1CCOC1 (THF). Reaction conditions: time 5 minute. Yields the product ClC1=CC=C(C=C1)SC1=C(N=C(N1C)C1=CC=CC=C1)C1=CC=C(C#N)C=C1 (4-{5-[(4-Chlorophenyl)thio]-1-methyl-2-phenyl-1H-imidazol-4-yl}benzonitrile). Reaction SMILES: [Cl:1][C:2]1[CH:7]=[CH:6][C:5]([S:8][C:9]2[NH:13][C:12]([C:14]3[CH:19]=[CH:18][CH:17]=[CH:16][CH:15]=3)=[N:11][C:10]=2[C:20]2[CH:27]=[CH:26][C:23]([C:24]#[N:25])=[CH:22][CH:21]=2)=[CH:4][CH:3]=1.[H-].[Na+].[CH3:30]I>C1COCC1>[Cl:1][C:2]1[CH:7]=[CH:6][C:5]([S:8][C:9]2[N:13]([CH3:30])[C:12]([C:14]3[CH:19]=[CH:18][CH:17]=[CH:16][CH:15]=3)=[N:11][C:10]=2[C:20]2[CH:21]=[CH:22][C:23]([C:24]#[N:25])=[CH:26][CH:27]=2)=[CH:4][CH:3]=1 |f:1.2|. Procedure: 4-{5-[(4-Chlorophenyl)thio]-2-phenyl-1H-imidazol-4-yl}benzonitrile (Example 1, 222 mg, 0.57 mmol) was dissolve in THF (6 mL), to which was added NaH (60% wt, 27.5 mg, 0.687 mmol) at 0° C. After stirring for 5 min, MeI (0.05 mL, 0.86 mmol) was added. The reaction was stirred at 0° C. for 2 h, and then quenched with aq NH4Cl to adjust the pH to 6-8. The product was extracted with EtOAc and the organic layer was washed with water, brine, dried over MgSO4, filtered, and concentrated. The residue was... Yields the product O.Br.BrC1=C(N=C2N1C=CC=C2)C2=C1C=CC(NC1=C(C=C2)OC)=O (5-(3-bromoimidazo[1,2-a]pyridine-2-yl)-8-methoxycarbostyril monohydrobromide monohydrate). Solvent: CC(=O)C (acetone), C(C)(=O)O (acetic acid), C(C)(=O)O (acetic acid). Reported procedure: To a solution of 5-(imidazo[1,2-a]pyridine-2-yl)-8-methoxycarbostyril (4 g) in acetic acid (80 ml) was added dropwise at room temperature a solution of bromine (2.22 g) in acetic acid (5 ml). After completion of addition, the mixture was stirred for 3 hours. Crystals which precipitated were collected by filtration and washed with diethyl ether. The crystals thus obtained were dissolved in acetone and the solution was adjusted to pH of about 1 by the addition of 48% hydrobromic acid. Crystals whi... Run at time 3 hour. Reaction SMILES: [N:1]1[C:2]([C:10]2[CH:19]=[CH:18][C:17]([O:20][CH3:21])=[C:16]3[C:11]=2[CH:12]=[CH:13][C:14](=[O:22])[NH:15]3)=[CH:3][N:4]2[CH:9]=[CH:8][CH:7]=[CH:6][C:5]=12.[Br:23]Br.[BrH:25]>C(O)(=O)C.CC(C)=O>[OH2:20].[BrH:23].[Br:25][C:3]1[N:4]2[CH:9]=[CH:8][CH:7]=[CH:6][C:5]2=[N:1][C:2]=1[C:10]1[CH:19]=[CH:18][C:17]([O:20][CH3:21])=[C:16]2[C:11]=1[CH:12]=[CH:13][C:14](=[O:22])[NH:15]2 |f:5.6.7|. The reactants are Br (hydrobromic acid), N=1C(=CN2C1C=CC=C2)C2=C1C=CC(NC1=C(C=C2)OC)=O (5-(imidazo[1,2-a]pyridine-2-yl)-8-methoxycarbostyril), BrBr (bromine).